Task: describe an organic reaction: reactants, conditions, products, and yield. Dataset: the Open Reaction Database (ORD), a public repository of structured organic reaction records The reactants are FC(S(=O)(=O)OCC(CC1CC1)(F)F)(F)F (3-cyclopropyl-2,2-difluoropropyl trifluoromethanesulfonate), [N-]=[N+]=[N-].[Na+] (sodium azide). Solvent: CN(C)C=O (DMF), O (water). Product: C1(CC1)CC(CN=[N+]=[N-])(F)F (3-Cyclopropyl-2,2-difluoropropylazide). Reaction SMILES: FC(F)(F)S(O[CH2:7][C:8]([F:14])([F:13])[CH2:9][CH:10]1[CH2:12][CH2:11]1)(=O)=O.[N-:17]=[N+:18]=[N-:19].[Na+]>CN(C=O)C.O>[CH:10]1([CH2:9][C:8]([F:14])([F:13])[CH2:7][N:17]=[N+:18]=[N-:19])[CH2:12][CH2:11]1 |f:1.2|. Procedure: A solution of 1.68 g (6.3 mmol) of 3-cyclopropyl-2,2-difluoropropyl trifluoromethanesulfonate and 820 mg (12.6 mmol) of sodium azide in 6.0 mL of DMF was heated at 50° C. under Ar overnight. After cooling to rt, the mixture was diluted with 40 mL of water, and extracted with two 75 mL portions of ether. The combined organic layers were washed thrice with water, brine, and dried over MgSO4. The solvents were concentrated by distillation at atmospheric pressure to give a solution of the title comp... Starting materials: N#CC(O)c1cccc(Oc2ccccc2)c1, CN(C)c1ccncc1, C(=NC1CCCCC1)=NC1CCCCC1, ClC(Cl)Cl, CC(C)C(Nc1ccc(C(F)(F)F)cc1)C(=O)O. The product is CC(C)C(Nc1ccc(C(F)(F)F)cc1)C(=O)OC(C#N)c1cccc(Oc2ccccc2)c1. As a reaction SMILES: [C:19](#[N:20])[CH:21]([c:22]1[cH:23][c:24]([O:28][c:29]2[cH:30][cH:31][cH:32][cH:33][cH:34]2)[cH:25][cH:26][cH:27]1)[OH:35].[CH3:51][N:52]([CH3:53])[c:54]1[cH:55][cH:56][n:57][cH:58][cH:59]1.[CH:36]1([N:37]=[C:38]=[N:39][CH:40]2[CH2:41][CH2:42][CH2:43][CH2:44][CH2:45]2)[CH2:46][CH2:47][CH2:48][CH2:49][CH2:50]1.[Cl:60][CH:61]([Cl:62])[Cl:63].[F:1][C:2]([c:3]1[cH:4][cH:5][c:6]([NH:9][CH:10]([C:11](=[O:12])[OH:13])[CH:14]([CH3:15])[CH3:16])[cH:7][cH:8]1)([F:17])[F:18]>>[F:1][C:2]([c:3]1[cH:4][cH:5][c:6]([NH:9][CH:10]([C:11](=[O:12])[O:13][CH:21]([C:19]#[N:20])[c:22]2[cH:23][c:24]([O:28][c:29]3[cH:30][cH:31][cH:32][cH:33][cH:34]3)[cH:25][cH:26][cH:27]2)[CH:14]([CH3:15])[CH3:16])[cH:7][cH:8]1)([F:17])[F:18]. The reactants are CCOC(=O)C=C(C)Nc1ccc(OC)c(OC)c1, CC(=O)O, ClC(Cl)Cl, O=[Pt]. Yields the product CCOC(=O)CC(C)Nc1ccc(OC)c(OC)c1. Reaction SMILES: [CH3:1][O:2][c:3]1[cH:4][c:5]([NH:6][C:7](=[CH:8][C:9](=[O:10])[O:11][CH2:12][CH3:13])[CH3:14])[cH:15][cH:16][c:17]1[O:18][CH3:19].[CH3:20][C:21](=[O:22])[OH:23].[CH:24]([Cl:25])([Cl:26])[Cl:27].[Pt:28]=[O:29]>>[CH3:1][O:2][c:3]1[cH:4][c:5]([NH:6][CH:7]([CH2:8][C:9](=[O:10])[O:11][CH2:12][CH3:13])[CH3:14])[cH:15][cH:16][c:17]1[O:18][CH3:19]. The reactants are CC(C)=O, CC(C)c1cccc(O)c1, CI, [K+], [K+], O=C([O-])[O-]. Product: COc1cccc(C(C)C)c1. Reaction SMILES: [CH3:19][C:20](=[O:21])[CH3:22].[CH:1]([CH3:2])([CH3:3])[c:4]1[cH:5][c:6]([OH:10])[cH:7][cH:8][cH:9]1.[I:17][CH3:18].[K+:11].[K+:12].[O-:13][C:14]([O-:15])=[O:16]>>[CH:1]([CH3:2])([CH3:3])[c:4]1[cH:5][c:6]([O:10][CH3:14])[cH:7][cH:8][cH:9]1.